Dataset: the Open Reaction Database (ORD), a public repository of structured organic reaction records. Task: describe an organic reaction: reactants, conditions, products, and yield The reactants are N1(CCCC1)CC1=CC=C(C=C1)N1CCC(CC1)C=O (1-(4-Pyrrolidin-1-ylmethyl-phenyl)-piperidine-4-carbaldehyde), Cl.CNC (dimethylamine hydrochloride). Yields the product CN(CC1CCN(CC1)C1=CC=C(C=C1)CN1CCCC1)C (Dimethyl-{1-(4-pyrrolidin-1-ylmethyl-phenyl)-piperidin-4-ylmethyl}-amine). Reaction SMILES: [N:1]1([CH2:6][C:7]2[CH:12]=[CH:11][C:10]([N:13]3[CH2:18][CH2:17][CH:16]([CH:19]=O)[CH2:15][CH2:14]3)=[CH:9][CH:8]=2)[CH2:5][CH2:4][CH2:3][CH2:2]1.Cl.[CH3:22][NH:23][CH3:24]>>[CH3:22][N:23]([CH3:24])[CH2:19][CH:16]1[CH2:17][CH2:18][N:13]([C:10]2[CH:11]=[CH:12][C:7]([CH2:6][N:1]3[CH2:5][CH2:4][CH2:3][CH2:2]3)=[CH:8][CH:9]=2)[CH2:14][CH2:15]1 |f:1.2|. Procedure: Prepared from the product of Example 16 and dimethylamine hydrochloride. Reactants: C(C)(C)(C)OC(=O)N1C[C@@H]([C@H](CC1)C(=O)N1C[C@@H](CCC1)CC1=CC=C(C=C1)F)NC(=O)OCC1=CC=CC=C1 ((3R,4S)-3-benzyloxycarbonylamino-4-[(S)-3-(4-fluoro-benzyl)-piperidine-1-carbonyl]-piperidine-1-carboxylic acid t-butyl ester). Reagents/catalysts: [OH-].[Pd+2].[OH-] (palladium hydroxide). Run in CO (methanol). Reaction conditions: time 65 hour. Product: C(C)(C)(C)OC(=O)N1C[C@@H]([C@H](CC1)C(=O)N1C[C@@H](CCC1)CC1=CC=C(C=C1)F)N ((3R,4S)-3-amino-4-[(S)-3-(4-fluoro-benzyl)-piperidine-1-carbonyl]-piperidine-1-carboxylic acid t-butyl ester). The yield is 112.1%. As a reaction SMILES: [C:1]([O:5][C:6]([N:8]1[CH2:13][CH2:12][C@H:11]([C:14]([N:16]2[CH2:21][CH2:20][CH2:19][C@@H:18]([CH2:22][C:23]3[CH:28]=[CH:27][C:26]([F:29])=[CH:25][CH:24]=3)[CH2:17]2)=[O:15])[C@@H:10]([NH:30]C(OCC2C=CC=CC=2)=O)[CH2:9]1)=[O:7])([CH3:4])([CH3:3])[CH3:2]>[OH-].[Pd+2].[OH-].CO>[C:1]([O:5][C:6]([N:8]1[CH2:13][CH2:12][C@H:11]([C:14]([N:16]2[CH2:21][CH2:20][CH2:19][C@@H:18]([CH2:22][C:23]3[CH:24]=[CH:25][C:26]([F:29])=[CH:27][CH:28]=3)[CH2:17]2)=[O:15])[C@@H:10]([NH2:30])[CH2:9]1)=[O:7])([CH3:4])([CH3:2])[CH3:3] |f:1.2.3|. Reported procedure: In a Paar flask charged with palladium hydroxide (20 wt % on carbon, 0.423 g) was added (3R,4S)-3-benzyloxycarbonylamino-4-[(S)-3-(4-fluoro-benzyl)-piperidine-1-carbonyl]-piperidine-1-carboxylic acid t-butyl ester (1.41 g, 2.53 mmol) and methanol (30 mL). The reaction was hydrogenated at 60 psi with vigorous shaking for 65 hours. The reaction mixture was filtered through a bed of celite and then concentrated in vacuo to give a thick oil (1.19 g) which was used without further purification. 1H NM... Reactants: [N+](=O)([O-])N1C(NC=CC1=O)=O (nitro-uracil), aldehyde, N1CCCCC1 (piperidine). Solvent: C(C)O (ethanol). Yields the product C(=C)C=1C(N(C(NC1)=O)[N+](=O)[O-])=O (vinyl-nitro-uracil). As a reaction SMILES: [N+:1]([N:4]1[C:9](=[O:10])[CH:8]=[CH:7][NH:6][C:5]1=[O:11])([O-:3])=[O:2].N1CCC[CH2:14][CH2:13]1>C(O)C>[CH:13]([C:8]1[C:9](=[O:10])[N:4]([N+:1]([O-:3])=[O:2])[C:5](=[O:11])[NH:6][CH:7]=1)=[CH2:14]. Reported procedure: As shown in Scheme 1, a suitable nitro-uracil precursor, (1), is mixed with an appropriate aldehyde, (2), and piperidine, in a suitable solvent such as ethanol. The solution is heated to reflux for approximately 10-20 hours. After reflux, the mixture is concentrated and purified using conventional methods, such as thin layer chromatography, to produce the vinyl-nitro-uracil (3). The reactants are CSC(NS(=O)(=O)C1=CC=C(C=C1)Cl)=S (N-(4-chlorophenylsulfonyl)-dithiocarbamic acid-S-methyl ester), CO (methanol), mercaptan. Product: COC(NS(=O)(=O)C1=CC=C(C=C1)Cl)=S (N-(4-Chlorobenzenesulfonyl)-thiocarbamic acid-O-methyl ester). As a reaction SMILES: C[S:2][C:3](=S)[NH:4][S:5]([C:8]1[CH:13]=[CH:12][C:11]([Cl:14])=[CH:10][CH:9]=1)(=[O:7])=[O:6].[CH3:16][OH:17]>>[CH3:16][O:17][C:3](=[S:2])[NH:4][S:5]([C:8]1[CH:13]=[CH:12][C:11]([Cl:14])=[CH:10][CH:9]=1)(=[O:7])=[O:6]. Procedure: 14.1 g of N-(4-chlorophenylsulfonyl)-dithiocarbamic acid-S-methyl ester (0.05 mol) are refluxed in 100 ml of methanol, and after about 5 hours the formation of mercaptan has finished. The solvent is distilled off in a rotary evaporator, and the residue is recrystallised from methanol; yield 116 g (87% of theory), m.p. 129°-130° C.